From a dataset of the Open Reaction Database (ORD), a public repository of structured organic reaction records. describe an organic reaction: reactants, conditions, products, and yield Starting materials: Cl.Cl.ClC(CONC(=N)C=1C=NC=CC1)CN1CCCCC1 (N-[2-chloro-3-(1-piperidinyl)propoxy]-3-pyridinecarboximidamide dihydrochloride), CC(C)([O-])C.[K+] (potassium tert-butoxide). Run in C(C)(C)(C)O (tert-butanol). Reaction conditions: time 6 hour. Product: N1(CCCCC1)CC1NC(=NOC1)C=1C=NC=CC1 (5,6-Dihydro-5-(1-piperidinyl)methyl-3-(3-pyridyl)-4H-1,2,4-oxadiazine). RXN SMILES: Cl.Cl.Cl[CH:4]([CH2:16][N:17]1[CH2:22][CH2:21][CH2:20][CH2:19][CH2:18]1)[CH2:5][O:6][NH:7][C:8]([C:10]1[CH:11]=[N:12][CH:13]=[CH:14][CH:15]=1)=[NH:9].CC(C)([O-])C.[K+]>C(O)(C)(C)C>[N:17]1([CH2:16][CH:4]2[CH2:5][O:6][N:7]=[C:8]([C:10]3[CH:11]=[N:12][CH:13]=[CH:14][CH:15]=3)[NH:9]2)[CH2:22][CH2:21][CH2:20][CH2:19][CH2:18]1 |f:0.1.2,3.4|. Procedure details: 13.2 g (35.7 mmol) of N-[2-chloro-3-(1-piperidinyl)propoxy]-3-pyridinecarboximidamide dihydrochloride was added to a solution of 16.5 g (143.5 mmole) of potassium tert-butoxide dissolved in 150 ml of tert-butanol. The mixture was boiled for 6 hours, then evaporated in vacuum. 100 ml of 5% sodium hydroxide solution was added and the mixture was extracted three times with 300 ml portions of ethyl acetate. Starting materials: C1(C=CC(N1C(C(=O)O)CCCCCCCCC)=O)=O (maleimidoundecanoic acid), C(Cl)Cl (CH2Cl2). Reaction conditions: temperature 72.5 celsius. Product: C1(C=CC(N1C(C(=O)Cl)CCCCCCCCC)=O)=O (Maleimidoundecanoic acid chloride). RXN SMILES: [C:1]1(=[O:20])[N:5]([CH:6]([CH2:10][CH2:11][CH2:12][CH2:13][CH2:14][CH2:15][CH2:16][CH2:17][CH3:18])[C:7](O)=[O:8])[C:4](=[O:19])[CH:3]=[CH:2]1.C(Cl)[Cl:22]>>[C:1]1(=[O:20])[N:5]([CH:6]([CH2:10][CH2:11][CH2:12][CH2:13][CH2:14][CH2:15][CH2:16][CH2:17][CH3:18])[C:7]([Cl:22])=[O:8])[C:4](=[O:19])[CH:3]=[CH:2]1. Procedure: 24.0 g (0.085 mole) maleimidoundecanoic acid were dissolved in 50 ml of dry CH2Cl2 in a 250 ml round bottomed flask fitted with a stirrer, reflux condenser and CaCl2 drying tube, and were treated with 31.0 g (0.24 mole) oxalyl and boiled under reflux for 15 hours at an oil bath temperature of 70 to 75° C. Subsequently, the CH2Cl2 was first distilled off under normal pressure, and the oxalyl chloride was distilled off at 0.01 mbar. On account of its susceptibility to hydrolysis, the dark-coloured... The reactants are Cc1sc(N2CCN(C(=O)NOC(C)(C)C)CC2)nc1-c1ccccc1, CCOC(C)=O, Cl. The product is Cc1sc(N2CCNCC2)nc1-c1ccccc1. As a reaction SMILES: [C:1]([O:2][NH:3][C:4](=[O:5])[N:9]1[CH2:10][CH2:11][N:12]([c:15]2[s:16][c:17]([CH3:26])[c:18](-[c:20]3[cH:21][cH:22][cH:23][cH:24][cH:25]3)[n:19]2)[CH2:13][CH2:14]1)([CH3:6])([CH3:7])[CH3:8].[CH3:28][CH2:29][O:30][C:31](=[O:32])[CH3:33].[ClH:27]>>[NH:9]1[CH2:10][CH2:11][N:12]([c:15]2[s:16][c:17]([CH3:26])[c:18](-[c:20]3[cH:21][cH:22][cH:23][cH:24][cH:25]3)[n:19]2)[CH2:13][CH2:14]1.